From a dataset of the Open Reaction Database (ORD), a public repository of structured organic reaction records. describe an organic reaction: reactants, conditions, products, and yield The reactants are C(C)C=1C(NC(NC1C(C1=CC(=CC(=C1)C)C)=O)=O)=O (5-Ethyl-6-(3,5-dimethylbenzoyl)-2,4-pyrimidinedione), N1=C(C=CC=C1)CCl (2-picolyl chloride). Yields the product N1=C(C=CC=C1)CN1C(NC(C(=C1C(C1=CC(=CC(=C1)C)C)=O)CC)=O)=O (1-(Pyridin-2-ylmethyl)-5-ethyl-6-(3,5-dimethylbenzoyl)-2,4-pyrimidinedione). The yield is 39.9%. Reaction SMILES: [CH2:1]([C:3]1[C:4](=[O:20])[NH:5][C:6](=[O:19])[NH:7][C:8]=1[C:9](=[O:18])[C:10]1[CH:15]=[C:14]([CH3:16])[CH:13]=[C:12]([CH3:17])[CH:11]=1)[CH3:2].[N:21]1[CH:26]=[CH:25][CH:24]=[CH:23][C:22]=1[CH2:27]Cl>>[N:21]1[CH:26]=[CH:25][CH:24]=[CH:23][C:22]=1[CH2:27][N:7]1[C:8]([C:9](=[O:18])[C:10]2[CH:11]=[C:12]([CH3:17])[CH:13]=[C:14]([CH3:16])[CH:15]=2)=[C:3]([CH2:1][CH3:2])[C:4](=[O:20])[NH:5][C:6]1=[O:19]. Procedure details: 5-Ethyl-6-(3,5-dimethylbenzoyl)-2,4-pyrimidinedione and 2-picolyl chloride were reacted by the same way with the example 1 to obtain the titled compound (145 mg, yield: 39.9%). Reactants: NC1=C(C=CC=C1)C=1NC2=CC=CC=C2C1 (2-(2-aminophenyl)indole), C(C)(=O)O (acetic acid), resultant solution, [NH4+].[OH-] (NH4OH), C1(=CC=CC=C1)CN1CCC(CC1)=O (1-phenylmethyl-4-piperidone). Run in C(C)O (ethanol), CCO (EtOH). Product: C1(=CC=CC=C1)CN1CCC2(CC1)NC1=CC=CCC1=C1C2=C2C=CC=CC2=N1 (1'-Phenylmethyl-5,6-dihydrospiro[1H-indolo[3,2-c]quinoline-6,4'-piperidine]). As a reaction SMILES: [NH2:1][C:2]1[CH:7]=[CH:6][CH:5]=[CH:4][C:3]=1[C:8]1[NH:9][C:10]2[C:15]([CH:16]=1)=[CH:14][CH:13]=[CH:12][CH:11]=2.C(O)(=O)C.[C:21]1([CH2:27][N:28]2[CH2:33][CH2:32][C:31](=O)[CH2:30][CH2:29]2)[CH:26]=[CH:25][CH:24]=[CH:23][CH:22]=1.[NH4+].[OH-]>CCO>[C:21]1([CH2:27][N:28]2[CH2:33][CH2:32][C:31]3([C:16]4=[C:15]5[C:10](=[N:9][C:8]4=[C:3]4[C:2](=[CH:7][CH:6]=[CH:5][CH2:4]4)[NH:1]3)[CH:11]=[CH:12][CH:13]=[CH:14]5)[CH2:30][CH2:29]2)[CH:26]=[CH:25][CH:24]=[CH:23][CH:22]=1 |f:3.4|. Procedure: To a mixture prepared from 7.6 g of 2-(2-aminophenyl)indole, 2.5 ml of acetic acid and 90 ml of ethanol was added 7.4 ml of 1-phenylmethyl-4-piperidone. The resultant solution was refluxed for 6 hours. Concentration gave a solid/gum mixture which was taken up in EtOH and treated with dilute NH4OH. Filtration gave 12.45 g of yellow solid. This was recrystallized from CH3OH/H2O to give 9.0 g of yellow solid. High vacuum drying (90°) gave 2.6 g of dark yellow solid, m.p. 155°-157° C. Reactants: CC=1C=C2C3=C(NC2=CC1)CC1CCCC3N1C (2,12-dimethyl-6,7,8,9,10,11-hexahydro-5H-7,11-epiminocycloocta[b]indole), alkene, C(#C)C=1C=CC(=NC1)C (5-ethynyl-2-methylpyridine). Yields the product CC=1C=C2C3=C(N(C2=CC1)\C=C/C=1C=NC(=CC1)C)C[C@H]1CCC[C@@H]3N1C ((7R,11S)-2,12-dimethyl-5-[(Z)-2-(6-methylpyridin-3-yl)vinyl]-6,7,8,9,10,11-hexahydro-5H-7,11-epiminocycloocta[b]indole). As a reaction SMILES: [CH3:1][C:2]1[CH:3]=[C:4]2[C:8](=[CH:9][CH:10]=1)[NH:7][C:6]1[CH2:11][CH:12]3[N:17]([CH3:18])[CH:16]([C:5]2=1)[CH2:15][CH2:14][CH2:13]3.[C:19]([C:21]1[CH:22]=[CH:23][C:24]([CH3:27])=[N:25][CH:26]=1)#[CH:20]>>[CH3:1][C:2]1[CH:3]=[C:4]2[C:8](=[CH:9][CH:10]=1)[N:7](/[CH:20]=[CH:19]\[C:21]1[CH:26]=[N:25][C:24]([CH3:27])=[CH:23][CH:22]=1)[C:6]1[CH2:11][C@@H:12]3[N:17]([CH3:18])[C@H:16]([C:5]2=1)[CH2:15][CH2:14][CH2:13]3. Procedure: The coupling of 2,12-dimethyl-6,7,8,9,10,11-hexahydro-5H-7,11-epiminocycloocta[b]indole (110 mg, 0.458 mmol; Example 114A) and 5-ethynyl-2-methylpyridine (107 mg, 0.915 mmol; prepared as described in International Publication No. WO2005090333) was performed according to the procedure described in Example 20 to give the racemic mixture of the title compound as the major of two alkene isomers. The individual enantiomers from the racemic mixture of the major alkene isomer were separated by preparat... Starting materials: NC=1SC(=C(N1)/C(/C(=O)N[C@H]1[C@@H]2N(C(=C(CS2)COC(CC(C)=O)=O)C(=O)O)C1=O)=N/OCC(=O)OC(C)(C)C)Cl (7β-[2-(2-amino-5-chlorothiazol-4-yl)-2(Z)-(tert-butoxycarbonylmethoxyimino)acetamido]-3-(3-oxobutyryloxymethyl)-3-cephem-4-carboxylic acid). The solvent is FC(C(=O)O)(F)F (trifluoroacetic acid). Reaction conditions: time 1 hour. Yields the product NC=1SC(=C(N1)/C(/C(=O)N[C@H]1[C@@H]2N(C(=C(CS2)COC(CC(C)=O)=O)C(=O)O)C1=O)=N/OCC(=O)O)Cl (7β-[2-(2-amino-5-chlorothiazol-4-yl)-2(Z)-(carboxymethoxyimino)acetamido]-3-(3-oxobutyryloxymethyl)-3-cephem-4-carboxylic acid). RXN SMILES: [NH2:1][C:2]1[S:3][C:4]([Cl:41])=[C:5](/[C:7](=[N:31]/[O:32][CH2:33][C:34]([O:36]C(C)(C)C)=[O:35])/[C:8]([NH:10][C@@H:11]2[C:29](=[O:30])[N:13]3[C:14]([C:26]([OH:28])=[O:27])=[C:15]([CH2:18][O:19][C:20](=[O:25])[CH2:21][C:22](=[O:24])[CH3:23])[CH2:16][S:17][C@H:12]23)=[O:9])[N:6]=1>FC(F)(F)C(O)=O>[NH2:1][C:2]1[S:3][C:4]([Cl:41])=[C:5](/[C:7](=[N:31]/[O:32][CH2:33][C:34]([OH:36])=[O:35])/[C:8]([NH:10][C@@H:11]2[C:29](=[O:30])[N:13]3[C:14]([C:26]([OH:28])=[O:27])=[C:15]([CH2:18][O:19][C:20](=[O:25])[CH2:21][C:22](=[O:24])[CH3:23])[CH2:16][S:17][C@H:12]23)=[O:9])[N:6]=1. Reported procedure: Two grams of 7β-[2-(2-amino-5-chlorothiazol-4-yl)-2(Z)-(tert-butoxycarbonylmethoxyimino)acetamido]-3-(3-oxobutyryloxymethyl)-3-cephem-4-carboxylic acid is dissolved in 20 ml of trifluoroacetic acid. The solution is stirred at room temperature for 1 hour and then evaporated to dryness under reduced pressure to give crude 7β-[2-(2-amino-5-chlorothiazol-4-yl)-2(Z)-(carboxymethoxyimino)acetamido]-3-(3-oxobutyryloxymethyl)-3-cephem-4-carboxylic acid. The reactants are O=C([O-])[O-], CCOC(=O)Cn1c(COc2ccc(C#N)cc2)nc2cc(N(CCN(C)C)S(=O)(=O)c3ccccc3)ccc21, CCO, Cl, [NH4+], [NH4+]. Product: CCOC(=O)Cn1c(COc2ccc(C(=N)N)cc2)nc2cc(N(CCN(C)C)S(=O)(=O)c3ccccc3)ccc21. As a reaction SMILES: [C:41](=[O:42])([O-:43])[O-:44].[CH2:1]([CH3:2])[O:3][C:4](=[O:5])[CH2:6][n:7]1[c:8]([CH2:31][O:32][c:33]2[cH:34][cH:35][c:36]([C:39]#[N:40])[cH:37][cH:38]2)[n:9][c:10]2[c:11]1[cH:12][cH:13][c:14]([N:16]([CH2:17][CH2:18][N:19]([CH3:20])[CH3:21])[S:22](=[O:23])(=[O:24])[c:25]1[cH:26][cH:27][cH:28][cH:29][cH:30]1)[cH:15]2.[CH3:48][CH2:49][OH:50].[ClH:46].[NH4+:45].[NH4+:47]>>[CH2:1]([CH3:2])[O:3][C:4](=[O:5])[CH2:6][n:7]1[c:8]([CH2:31][O:32][c:33]2[cH:34][cH:35][c:36]([C:39]([NH2:40])=[NH:45])[cH:37][cH:38]2)[n:9][c:10]2[c:11]1[cH:12][cH:13][c:14]([N:16]([CH2:17][CH2:18][N:19]([CH3:20])[CH3:21])[S:22](=[O:23])(=[O:24])[c:25]1[cH:26][cH:27][cH:28][cH:29][cH:30]1)[cH:15]2. The reactants are O=C([O-])[O-], COC(=O)c1ccc(Cl)nc1, Cl, [K+], [K+], C1COCCO1, O, OB(O)c1ccccc1O, c1ccc(P(c2ccccc2)(c2ccccc2)[Pd](P(c2ccccc2)(c2ccccc2)c2ccccc2)(P(c2ccccc2)(c2ccccc2)c2ccccc2)P(c2ccccc2)(c2ccccc2)c2ccccc2)cc1. Product: COC(=O)c1ccc(-c2ccccc2O)nc1. As a reaction SMILES: [C:22](=[O:23])([O-:24])[O-:25].[Cl:11][c:12]1[n:13][cH:14][c:15]([C:16](=[O:17])[O:18][CH3:19])[cH:20][cH:21]1.[ClH:28].[K+:26].[K+:27].[O:30]1[CH2:31][CH2:32][O:33][CH2:34][CH2:35]1.[OH2:29].[OH:1][c:2]1[c:3]([B:8]([OH:9])[OH:10])[cH:4][cH:5][cH:6][cH:7]1.[cH:36]1[cH:37][cH:38][c:39]([P:40]([Pd:41]([P:42]([c:43]2[cH:44][cH:45][cH:46][cH:47][cH:48]2)([c:49]2[cH:50][cH:51][cH:52][cH:53][cH:54]2)[c:55]2[cH:56][cH:57][cH:58][cH:59][cH:60]2)([P:61]([c:62]2[cH:63][cH:64][cH:65][cH:66][cH:67]2)([c:68]2[cH:69][cH:70][cH:71][cH:72][cH:73]2)[c:74]2[cH:75][cH:76][cH:77][cH:78][cH:79]2)[P:80]([c:81]2[cH:82][cH:83][cH:84][cH:85][cH:86]2)([c:87]2[cH:88][cH:89][cH:90][cH:91][cH:92]2)[c:93]2[cH:94][cH:95][cH:96][cH:97][cH:98]2)([c:99]2[cH:100][cH:101][cH:102][cH:103][cH:104]2)[c:105]2[cH:106][cH:107][cH:108][cH:109][cH:110]2)[cH:111][cH:112]1>>[OH:1][c:2]1[c:3](-[c:12]2[n:13][cH:14][c:15]([C:16](=[O:17])[O:18][CH3:19])[cH:20][cH:21]2)[cH:4][cH:5][cH:6][cH:7]1. The reactants are CC(=O)O, CO, O=C(c1ccccn1)C1CCCCC1, NNc1nc2ccccc2s1. RXN SMILES: [CH3:26][C:27](=[O:28])[OH:29].[CH3:30][OH:31].[CH:1]1([C:7](=[O:8])[c:9]2[n:10][cH:11][cH:12][cH:13][cH:14]2)[CH2:2][CH2:3][CH2:4][CH2:5][CH2:6]1.[NH:15]([NH2:16])[c:17]1[s:18][c:19]2[c:20]([n:21]1)[cH:22][cH:23][cH:24][cH:25]2>>[CH:1]1([C:7]([c:9]2[n:10][cH:11][cH:12][cH:13][cH:14]2)=[N:16][NH:15][c:17]2[s:18][c:19]3[c:20]([n:21]2)[cH:22][cH:23][cH:24][cH:25]3)[CH2:2][CH2:3][CH2:4][CH2:5][CH2:6]1. Yields the product c1ccc(C(=NNc2nc3ccccc3s2)C2CCCCC2)nc1. Conditions: time 3 day. As a reaction SMILES: [CH3:1][O:2][C:3]1[CH:8]=[CH:7][CH:6]=[CH:5][C:4]=1[C:9]1([C:12](Cl)=[O:13])[CH2:11][CH2:10]1.Cl.[CH2:16]([O:23][C:24]1[CH:29]=[CH:28][C:27]([CH2:30][CH2:31][NH2:32])=[CH:26][C:25]=1[O:33][CH3:34])[C:17]1[CH:22]=[CH:21][CH:20]=[CH:19][CH:18]=1.O>C(OCC)(=O)C.C(N(CC)CC)C>[CH2:16]([O:23][C:24]1[CH:29]=[CH:28][C:27]([CH2:30][CH2:31][NH:32][C:12]([C:9]2([C:4]3[CH:5]=[CH:6][CH:7]=[CH:8][C:3]=3[O:2][CH3:1])[CH2:11][CH2:10]2)=[O:13])=[CH:26][C:25]=1[O:33][CH3:34])[C:17]1[CH:22]=[CH:21][CH:20]=[CH:19][CH:18]=1 |f:1.2|. The solvent is C(C)(=O)OCC (ethyl acetate), C(C)(=O)OCC (ethyl acetate), C(C)N(CC)CC (triethylamine). Yields the product C(C1=CC=CC=C1)OC1=C(C=C(C=C1)CCNC(=O)C1(CC1)C1=C(C=CC=C1)OC)OC (N-[2-(4-benzyloxy-3-methoxyphenyl)ethyl]-1-(2-methoxyphenyl)cyclopropane carboxamide). The reactants are COC1=C(C=CC=C1)C1(CC1)C(=O)Cl (1-(2-methoxyphenyl)cyclopropane carbonyl chloride), Cl.C(C1=CC=CC=C1)OC1=C(C=C(C=C1)CCN)OC (4-benzyloxy-3-methoxyphenylethylamine hydrochloride), O (water). Reported procedure: A solution of 1-(2-methoxyphenyl)cyclopropane carbonyl chloride (16 g) in ethyl acetate (50 ml) was added to a stirred solution of 4-benzyloxy-3-methoxyphenylethylamine hydrochloride (22.3 g) in ethyl acetate (250 ml) and triethylamine (30 ml). The mixture was stirred for 3 days then water was added. The organic layer was washed with 5M-HCl, then water, then 2M aqueous sodium hydroxide solution, and dried over sodium sulphate. Evaporation yielded N-[2-(4-benzyloxy-3-methoxyphenyl)ethyl]-1-(2-met...